The task is: describe an organic reaction: reactants, conditions, products, and yield. This data is from the Open Reaction Database (ORD), a public repository of structured organic reaction records. Reactants: O=C1N(N=C(OC1)C1=CC(=CC=C1)C(F)(F)F)C(=O)NC1=CC=C(C=C1)C(F)(F)F (5,6-dihydro-5-oxo-2-[3-(trifluoromethyl)phenyl]-N-[4-(trifluoromethyl)-phenyl]-4H-1,3,4-oxadiazine-4-carboxamide), ice, resultant mixture, [BH4-].[Na+] (sodium borohydride). Solvent: ClCCl (dichloromethane), CO (methanol). Product: OC1N(N=C(OC1)C1=CC(=CC=C1)C(F)(F)F)C(=O)NC1=CC=C(C=C1)C(F)(F)F (5,6-dihydro-5-hydroxy-2-[3-(trifluoromethyl)phenyl]-N-[4-(trifluoro-methyl)phenyl]-4H-1,3,4-oxadiazine-4-carboxamide). RXN SMILES: [O:1]=[C:2]1[CH2:7][O:6][C:5]([C:8]2[CH:13]=[CH:12][CH:11]=[C:10]([C:14]([F:17])([F:16])[F:15])[CH:9]=2)=[N:4][N:3]1[C:18]([NH:20][C:21]1[CH:26]=[CH:25][C:24]([C:27]([F:30])([F:29])[F:28])=[CH:23][CH:22]=1)=[O:19].[BH4-].[Na+]>ClCCl.CO>[OH:1][CH:2]1[CH2:7][O:6][C:5]([C:8]2[CH:13]=[CH:12][CH:11]=[C:10]([C:14]([F:17])([F:16])[F:15])[CH:9]=2)=[N:4][N:3]1[C:18]([NH:20][C:21]1[CH:26]=[CH:25][C:24]([C:27]([F:30])([F:28])[F:29])=[CH:23][CH:22]=1)=[O:19] |f:1.2|. Procedure details: To an ice-cooled suspension of 26.0 g 5,6-dihydro-5-oxo-2-[3-(trifluoromethyl)phenyl]-N-[4-(trifluoromethyl)-phenyl]-4H-1,3,4-oxadiazine-4-carboxamide (prepared in B above) in 300 ml dichloromethane and 300 ml methanol was added 2.3 g sodium borohydride in portions. The resultant mixture was stirred for 45 min and then quenched with 200 ml 1M HCl and diluted with 1 l dichloromethane. The phases were separated and the organic phase was washed with 200 ml 1 M HCl and 100 ml saturated sodium bicarb... The reactants are Cl (hydrochloric acid), ClC1=CC=2CC3=CC=C(C=C3SC2C=C1)C#N (2-chloro-6-cyanothioxanthene), [N-]=[N+]=[N-].[Na+] (sodium azide), [Cl-].[NH4+] (ammonium chloride). Run in CN(C=O)C (dimethylformamide). Run at temperature 130 celsius. Product: ClC1=CC=C2SC=3C=C(C=CC3CC2=C1)C1=NN=NN1 (7-chloro-3(5-tetrazolyl)thioxanthene). As a reaction SMILES: [Cl:1][C:2]1[CH:15]=[CH:14][C:13]2[S:12][C:11]3[C:6](=[CH:7][CH:8]=[C:9]([C:16]#[N:17])[CH:10]=3)[CH2:5][C:4]=2[CH:3]=1.[N-:18]=[N+:19]=[N-:20].[Na+].[Cl-].[NH4+].Cl>CN(C)C=O>[Cl:1][C:2]1[CH:3]=[C:4]2[C:13]([S:12][C:11]3[CH:10]=[C:9]([C:16]4[NH:20][N:19]=[N:18][N:17]=4)[CH:8]=[CH:7][C:6]=3[CH2:5]2)=[CH:14][CH:15]=1 |f:1.2,3.4|. Procedure details: A mixture of 2-chloro-6-cyanothioxanthene (1.38g.), sodium azide (0.71g.), ammonium chloride (0.59g.) and dimethylformamide (20 ml.) was heated at 130° C. for 7 hr. The mixture was cooled, poured into cold dilute hydrochloric acid, and the precipitated product filtered off. Recrystallisation from acetic acid yielded 7-chloro-3(5-tetrazolyl)thioxanthene, which was dired at 154° C./20mm Hg., m.pt. 257° C. with decomposition.